Dataset: the Open Reaction Database (ORD), a public repository of structured organic reaction records. Task: describe an organic reaction: reactants, conditions, products, and yield Starting materials: CCCC, Cn1c(C#N)ccc1-c1ccc(N)cc1, O=S(=O)(Cl)Cl. The product is CCCCS(=O)(=O)Nc1ccc(-c2ccc(C#N)n2C)cc1. As a reaction SMILES: [CH3:21][CH2:22][CH2:23][CH3:24].[NH2:1][c:2]1[cH:3][cH:4][c:5](-[c:8]2[cH:9][cH:10][c:11]([C:14]#[N:15])[n:12]2[CH3:13])[cH:6][cH:7]1.[S:16](=[O:17])(=[O:18])([Cl:19])[Cl:20]>>[NH:1]([c:2]1[cH:3][cH:4][c:5](-[c:8]2[cH:9][cH:10][c:11]([C:14]#[N:15])[n:12]2[CH3:13])[cH:6][cH:7]1)[S:16](=[O:17])(=[O:18])[CH2:21][CH2:22][CH2:23][CH3:24]. Starting materials: ICC (iodoethane), ClC1=CC=C(C=C1)C1=C(C=2N(C(=N1)N1CC(C1)(C(=O)N)NCC)C(N(N2)CC)=O)C2=CC=C(C=C2)Cl (1-(7,8-bis(4-chlorophenyl)-2-ethyl-3-oxo-2,3-dihydro-[1,2,4]triazolo[4,3-c]pyrimidin-5-yl)-3-(ethylamino)azetidine-3-carboxamide), ClC1=NC(=C(C=2N1C(NN2)=O)C2=CC=C(C=C2)Cl)C2=CC=C(C=C2)Cl (5-chloro-7,8-bis(4-chlorophenyl)-[1,2,4]triazolo[4,3-c]pyrimidin-3(2H)-one), [Cl-] (chloride), amine. Product: ClC1=CC=C(C=C1)C1=C(C=2N(C(=N1)N1CCOCC1)C(N(N2)CC)=O)C2=CC=C(C=C2)Cl (7,8-bis(4-chlorophenyl)-2-ethyl-5-morpholino-[1,2,4]triazolo[4,3-c]pyrimidin-3(2H)-one). Reaction SMILES: ClC1N2[C:8](=[O:11])NN=C2C(C2C=CC(Cl)=CC=2)=C(C2C=CC(Cl)=CC=2)N=1.[Cl-].ICC.[Cl:30][C:31]1[CH:36]=[CH:35][C:34]([C:37]2[N:42]=[C:41]([N:43]3[CH2:46][C:45](NCC)(C(N)=O)[CH2:44]3)[N:40]3[C:53](=[O:58])[N:54]([CH2:56][CH3:57])[N:55]=[C:39]3[C:38]=2[C:59]2[CH:64]=[CH:63][C:62]([Cl:65])=[CH:61][CH:60]=2)=[CH:33][CH:32]=1>>[Cl:30][C:31]1[CH:36]=[CH:35][C:34]([C:37]2[N:42]=[C:41]([N:43]3[CH2:46][CH2:8][O:11][CH2:45][CH2:44]3)[N:40]3[C:53](=[O:58])[N:54]([CH2:56][CH3:57])[N:55]=[C:39]3[C:38]=2[C:59]2[CH:60]=[CH:61][C:62]([Cl:65])=[CH:63][CH:64]=2)=[CH:33][CH:32]=1. Procedure: The title compound was prepared in two steps from 5-chloro-7,8-bis(4-chlorophenyl)-[1,2,4]triazolo[4,3-c]pyrimidin-3(2H)-one by nucleophilic displacement of chloride with the requisite amine, followed by alkylation with iodoethane, in a manner analogous to that in which 1-(7,8-bis(4-chlorophenyl)-2-ethyl-3-oxo-2,3-dihydro-[1,2,4]triazolo[4,3-c]pyrimidin-5-yl)-3-(ethylamino)azetidine-3-carboxamide was prepared. HPLC/MS: retention time=4.306 min, [M+H]30 =470. Reactants: COC=1C(=C2C=CNC2=CC1)CN(C)C (1-(5-methoxy-1H-indol-4-yl)-N,N-dimethylmethanamine), COC=1C(=C2C=CNC2=CC1)CN(C)C (1-(5-methoxy-1H-indol-4-yl)-N,N-dimethylmethanamine), CN(C)C=O (DMF), FC1=C(C=C(C=C1)F)S(=O)(=O)Cl (2,5-difluorobenzenesulfonyl chloride). Reaction conditions: time 15 minute. Yields the product FC1=C(C=C(C=C1)F)S(=O)(=O)N1C=CC2=C(C(=CC=C12)OC)CN(C)C (1-{1-[(2,5-Difluorophenyl)sulfonyl]-5-methoxy-1H-indol-4-yl}-N,N-dimethylmethanamine). The yield is 11.3%. Reaction SMILES: [CH3:1][O:2][C:3]1[C:4]([CH2:12][N:13]([CH3:15])[CH3:14])=[C:5]2[C:9](=[CH:10][CH:11]=1)[NH:8][CH:7]=[CH:6]2.CN(C=O)C.[F:21][C:22]1[CH:27]=[CH:26][C:25]([F:28])=[CH:24][C:23]=1[S:29](Cl)(=[O:31])=[O:30]>>[F:21][C:22]1[CH:27]=[CH:26][C:25]([F:28])=[CH:24][C:23]=1[S:29]([N:8]1[C:9]2[C:5](=[C:4]([CH2:12][N:13]([CH3:14])[CH3:15])[C:3]([O:2][CH3:1])=[CH:11][CH:10]=2)[CH:6]=[CH:7]1)(=[O:31])=[O:30]. Procedure: To a solution of 1-(5-methoxy-1H-indol-4-yl)-N,N-dimethylmethanamine (15 mg, 0.07 mmol; Intermediate 97) in DMF (1 mL) NaH (4 mg, 0.15 mmol) was added at rt. The reaction mixture was stirred at rt for 15 min and 2,5-difluorobenzenesulfonyl chloride (23 mg, 0.11 mmol) was added. The reaction mixture was allowed to stir at rt over night. The reaction was quenched by addition of water. Purification by preparative HPLC/UV (System B) afforded the title product (3 mg, 10%) as a white solid. MS (ESI+) ... Starting materials: C(C)(C)(C)OC(=O)N1C[C@@H](CC1)C1=NNC(=C1)O ((R)-3-(5-hydroxy-1H-pyrazol-3-yl)-pyrrolidine-1-carboxylic acid tert-butyl ester), Cl (HCl). Solvent: C(Cl)Cl (CH2Cl2), O1CCOCC1 (dioxane). Conditions: time 48 hour. Yields the product N1C[C@@H](CC1)C=1C=C(NN1)O ((R)-5-pyrrolidin-3-yl-2H-pyrazol-3-ol). RXN SMILES: C(OC([N:8]1[CH2:12][CH2:11][C@@H:10]([C:13]2[CH:17]=[C:16]([OH:18])[NH:15][N:14]=2)[CH2:9]1)=O)(C)(C)C.Cl>C(Cl)Cl.O1CCOCC1>[NH:8]1[CH2:12][CH2:11][C@@H:10]([C:13]2[CH:17]=[C:16]([OH:18])[NH:15][N:14]=2)[CH2:9]1. Procedure details: To a solution of (R)-3-(5-hydroxy-1H-pyrazol-3-yl)-pyrrolidine-1-carboxylic acid tert-butyl ester (44 mg, 0.17 mmol) in CH2Cl2 (1 mL) was added HCl in dioxane (0.2 mL, 4.0 M). The reaction mixture was stirred for 48 h. Solvent was removed at reduced pressure to afford crude (R)-5-pyrrolidin-3-yl-2H-pyrazol-3-ol as a white solid. The material was used without further purification.